Dataset: the Open Reaction Database (ORD), a public repository of structured organic reaction records. Task: describe an organic reaction: reactants, conditions, products, and yield The reactants are CN(C)C=O, N#CO[K], O, Cc1ccc(S(=O)(=O)OCC23CC(c4ccccc42)c2ccccc23)cc1. Yields the product N#CCC12CC(c3ccccc31)c1ccccc12. RXN SMILES: [CH3:32][N:33]([CH3:34])[CH:35]=[O:36].[K:28][O:29][C:30]#[N:31].[OH2:37].[S:1]([O:2][CH2:12][C:13]12[c:14]3[cH:15][cH:16][cH:17][cH:18][c:19]3[CH:20]([c:21]3[cH:22][cH:23][cH:24][cH:25][c:26]31)[CH2:27]2)([c:3]1[cH:4][cH:5][c:6]([CH3:7])[cH:8][cH:9]1)(=[O:10])=[O:11]>>[CH2:12]([C:13]12[c:14]3[cH:15][cH:16][cH:17][cH:18][c:19]3[CH:20]([c:21]3[cH:22][cH:23][cH:24][cH:25][c:26]31)[CH2:27]2)[C:30]#[N:31]. Starting materials: BrCC#C (3-Bromoprop-1-yne), [Cl-].[NH4+] (ammonium chloride), ice, FC=1C=C(C=NC1)N1N=C(C(=C1)NC(OC(C)(C)C)=O)C (tert-butyl 1-(5-fluoropyridin-3-yl)-3-methyl-1H-pyrazol-4-ylcarbamate), [H-].[Na+] (sodium hydride). The solvent is C(C)(=O)OCC (ethyl acetate), CN(C=O)C (N,N-dimethylformamide). Conditions: time 10 minute. Yields the product FC=1C=C(C=NC1)N1N=C(C(=C1)N(C(OC(C)(C)C)=O)CC#C)C (tert-butyl 1-(5-fluoropyridin-3-yl)-3-methyl-1H-pyrazol-4-yl(prop-2-ynyl)carbamate). Yield: 81.2%. RXN SMILES: [F:1][C:2]1[CH:3]=[C:4]([N:8]2[CH:12]=[C:11]([NH:13][C:14](=[O:20])[O:15][C:16]([CH3:19])([CH3:18])[CH3:17])[C:10]([CH3:21])=[N:9]2)[CH:5]=[N:6][CH:7]=1.[H-].[Na+].Br[CH2:25][C:26]#[CH:27].[Cl-].[NH4+]>CN(C)C=O.C(OCC)(=O)C>[F:1][C:2]1[CH:3]=[C:4]([N:8]2[CH:12]=[C:11]([N:13]([CH2:27][C:26]#[CH:25])[C:14](=[O:20])[O:15][C:16]([CH3:17])([CH3:18])[CH3:19])[C:10]([CH3:21])=[N:9]2)[CH:5]=[N:6][CH:7]=1 |f:1.2,4.5|. Procedure details: To an ice cold solution of tert-butyl 1-(5-fluoropyridin-3-yl)-3-methyl-1H-pyrazol-4-ylcarbamate (1200 mg, 4.11 mmol) in dry N,N-dimethylformamide (DMF; 4 mL) under nitrogen was added 60% wt sodium hydride (197 mg, 4.93 mmol) and the mixture stirred for 10 minutes (min). 3-Bromoprop-1-yne (733 mg, 6.16 mmol) was then added and the mixture was stirred for additional 0.5 hour (h) at 0-5° C. The mixture was allowed to warm to ambient temperature and then stirred for additional 3 h. The brown reacti...